This data is from the Open Reaction Database (ORD), a public repository of structured organic reaction records. The task is: describe an organic reaction: reactants, conditions, products, and yield The reactants are [H-].[Na+] (Sodium hydride), Cl (hydrochloric acid), CC1=CC=C(C=CCBr)C=C1 (p-methylcinnamyl bromide), C1(=CC=CC=C1)CC(C)=O (phenyl acetone), S(=O)(=O)([O-])[O-].[NH4+].[NH4+] (ammonium sulfate). The solvent is O (water), C(OC)COC (glyme), C(OC)COC (glyme), C(OC)COC (glyme). Product: C1(=CC=CC=C1)C(C(C)=O)CC=CC1=CC=C(C=C1)C (3-Phenyl-6-(p-methylphenyl)-5-hexen-2-one). RXN SMILES: [H-].[Na+].[C:3]1([CH2:9][C:10](=[O:12])[CH3:11])[CH:8]=[CH:7][CH:6]=[CH:5][CH:4]=1.[CH3:13][C:14]1[CH:23]=[CH:22][C:17]([CH:18]=[CH:19][CH2:20]Br)=[CH:16][CH:15]=1.Cl.S([O-])([O-])(=O)=O.[NH4+].[NH4+]>C(COC)OC.O>[C:3]1([CH:9]([CH2:20][CH:19]=[CH:18][C:17]2[CH:22]=[CH:23][C:14]([CH3:13])=[CH:15][CH:16]=2)[C:10](=[O:12])[CH3:11])[CH:8]=[CH:7][CH:6]=[CH:5][CH:4]=1 |f:0.1,5.6.7|. Procedure: Sodium hydride (6 g., 0.14 mole, oil dispersion) is suspended in glyme (200 ml.) and phenyl acetone (19.2 g., 0.14 mole) in glyme (50 ml.) is added dropwise with stirring. After complete addition the mixture is heated to reflux for 0.5 hour. The mixture is cooled in a cold water bath and a solution of p-methylcinnamyl bromide (32.2 g., 0.14 mole) in glyme (50 ml.) is added dropwise. When addition is complete, the mixture is refluxed for 18 hours then allowed to cool. Cold water (1000 ml.) is add...